This data is from the Open Reaction Database (ORD), a public repository of structured organic reaction records. The task is: describe an organic reaction: reactants, conditions, products, and yield Reactants: CC(=O)[O-], CC(=O)[O-], Cc1c(C)c(C)c(C=O)c(C)c1C, CC(=O)O, [Co+2], O=C1CCCCC1. Yields the product Cc1c(C)c(C)c(C(=O)O)c(C)c1C. As a reaction SMILES: [C:25]([O-:26])(=[O:27])[CH3:28].[C:30]([O-:31])(=[O:32])[CH3:33].[CH3:1][c:2]1[c:3]([CH3:13])[c:4]([CH3:12])[c:5]([CH3:11])[c:6]([CH3:10])[c:7]1[CH:8]=[O:9].[CH3:21][C:22](=[O:23])[OH:24].[Co+2:29].[O:14]=[C:15]1[CH2:16][CH2:17][CH2:18][CH2:19][CH2:20]1>>[CH3:1][c:2]1[c:3]([CH3:13])[c:4]([CH3:12])[c:5]([CH3:11])[c:6]([CH3:10])[c:7]1[C:8](=[O:9])[OH:14]. Reactants: CI (methyl iodide), C(C)(C)NC(C)C (diisopropylamine), C(CCC)[Li] (n-butyllithium), COC(CC1=CSC=C1)=O (3-thiophene acetic acid methyl ester). The solvent is C1CCOC1 (THF), C1CCOC1 (THF). Reaction conditions: time 30 minute. The product is COC(C(C)C1=CSC=C1)=O (2-(3-thienyl)propionic acid methyl ester). Yield: 78.2%. RXN SMILES: [CH:1](NC(C)C)(C)C.C([Li])CCC.[CH3:13][O:14][C:15](=[O:22])[CH2:16][C:17]1[CH:21]=[CH:20][S:19][CH:18]=1.CI>C1COCC1>[CH3:13][O:14][C:15](=[O:22])[CH:16]([C:17]1[CH:21]=[CH:20][S:19][CH:18]=1)[CH3:1]. Procedure details: Anhydrous diisopropylamine (24.3 g) was added to Anhydrous THF (100 ml) which was then cooled by a dry ice-acetone bath. To this solution was first added dropwise n-butyllithium (15% w/o % in Hexane, 147 ml), then in a second step a THF solution (50 ml) of 3-thiophene acetic acid methyl ester (31.2 g). Thereafter, this solution was kept at the same temperature under cooling, while stirring was continued for 30 minutes. Then, methyl iodide (36.9 g) was added in one portion to the reaction mixture... The reactants are [Br-], O=CCCc1ccc(OCc2ccccc2)c(OCc2ccccc2)c1, [Mg+]C1CCCCC1, BrC1CCCCC1, [Mg], C1CCOC1. Product: OC(CCc1ccc(OCc2ccccc2)c(OCc2ccccc2)c1)C1CCCCC1. RXN SMILES: [Br-:27].[CH2:1]([c:2]1[cH:3][cH:4][cH:5][cH:6][cH:7]1)[O:8][c:9]1[cH:10][c:11]([CH2:23][CH2:24][CH:25]=[O:26])[cH:12][cH:13][c:14]1[O:15][CH2:16][c:17]1[cH:18][cH:19][cH:20][cH:21][cH:22]1.[CH:28]1([Mg+:34])[CH2:29][CH2:30][CH2:31][CH2:32][CH2:33]1.[CH:36]1([Br:37])[CH2:38][CH2:39][CH2:40][CH2:41][CH2:42]1.[Mg:35].[O:43]1[CH2:44][CH2:45][CH2:46][CH2:47]1>>[CH2:1]([c:2]1[cH:3][cH:4][cH:5][cH:6][cH:7]1)[O:8][c:9]1[cH:10][c:11]([CH2:23][CH2:24][CH:25]([OH:26])[CH:28]2[CH2:29][CH2:30][CH2:31][CH2:32][CH2:33]2)[cH:12][cH:13][c:14]1[O:15][CH2:16][c:17]1[cH:18][cH:19][cH:20][cH:21][cH:22]1. Yield: 74.3%. Conditions: time 20 minute. Solvent: CO.C(C)#N (methanol acetonitrile). Starting materials: ClC=1C(=C(C(=O)O)C=CC1)[N+](=O)[O-] (3-chloro-2-nitrobenzoic acid), [Si](C)(C)(C)C=[N+]=[N-] (TMSCHN2), [Si](C)(C)(C)C=[N+]=[N-] (TMSCHN2), CC(=O)O (HOAc). Reported procedure: To 3-chloro-2-nitrobenzoic acid (3.15 g, 15.6 mmol) in methanol/acetonitrile (20 mL/20 mL) was dropwise added TMSCHN2 (2N in hexanes, 11.7 mL, and 23.4 mmol) at 0° C. under N2 over 10 min until the yellow color persist. The mixture was continued stirring for 20 min, followed by dropwise addition of HOAc until the yellow color disappeared to kill excessive TMSCHN2. Partial of the solvent was removed on rotary vacuum, the product came out solution as a light yellow solid, which was filtered and wa... Yields the product ClC=1C(=C(C(=O)OC)C=CC1)[N+](=O)[O-] (Methyl 3-chloro-2-nitrobenzoate). Reaction SMILES: [Cl:1][C:2]1[C:3]([N+:11]([O-:13])=[O:12])=[C:4]([CH:8]=[CH:9][CH:10]=1)[C:5]([OH:7])=[O:6].[Si](C=[N+]=[N-])(C)(C)[CH3:15].CC(O)=O>CO.C(#N)C>[Cl:1][C:2]1[C:3]([N+:11]([O-:13])=[O:12])=[C:4]([CH:8]=[CH:9][CH:10]=1)[C:5]([O:7][CH3:15])=[O:6] |f:3.4|. Starting materials: C(=O)C1=CC=C(CCC(=O)O)C=C1 (4-formyldihydrocinnamic acid), C(C)(=O)C1=CC=CC=C1 (acetophenone), C(C)O (ethanol), ice, Cl (Hydrochloric acid). Solvent: [OH-].[Na+] (sodium hydroxide). Conditions: time 4 hour. Yields the product C(=O)(O)CCC1=CC=C(C=CC(=O)C2=CC=CC=C2)C=C1 (4-(2-carboxyethyl)benzalacetophenone). The yield is 100.0%. Reaction SMILES: [CH:1]([C:3]1[CH:13]=[CH:12][C:6]([CH2:7][CH2:8][C:9]([OH:11])=[O:10])=[CH:5][CH:4]=1)=O.[C:14]([C:17]1[CH:22]=[CH:21][CH:20]=[CH:19][CH:18]=1)(=[O:16])[CH3:15].C(O)C.Cl>[OH-].[Na+]>[C:9]([CH2:8][CH2:7][C:6]1[CH:12]=[CH:13][C:3]([CH:1]=[CH:15][C:14]([C:17]2[CH:22]=[CH:21][CH:20]=[CH:19][CH:18]=2)=[O:16])=[CH:4][CH:5]=1)([OH:11])=[O:10] |f:4.5|. Reported procedure: To a solution of 5.34 g of 4-formyldihydrocinnamic acid in 50 ml of 1N sodium hydroxide was added a solution of 3.6 g of acetophenone and 20 ml of ethanol. The reaction mixture was stirred at room temperature for 4 hrs. and then poured onto 300 g of crushed ice. 1N Hydrochloric acid was added and, after stirring at 0° C for 15 min., the precipitate was collected and washed with water. The precipitate was dissolved in 500 ml of ethyl acetate, dried over anhydrous sodium sulfate and the drying age... Starting materials: ClC1=NC(=NC=C1C(F)(F)F)NC1=C(C=C(CP(OCC)(OCC)=O)C=C1)OC (diethyl (4-{[4-chloro-5-(trifluoromethyl)pyrimidin-2-yl]amino}-3-methoxybenzyl)phosphonate), NC1=C(C(=O)NC)C=CC(=C1)F (2-Amino-4-fluoro-N-methylbenzamide). Yields the product FC=1C=CC(=C(C1)NC1=NC(=NC=C1C(F)(F)F)NC1=C(C=C(CP(OCC)(OCC)=O)C=C1)OC)C(NC)=O (Diethyl (4-{[4-{[5-fluoro-2-(methylcarbamoyl)phenyl]amino}-5-(trifluoromethyl)pyrimidin-2-yl]amino}-3-methoxybenzyl)phosphonate). Reaction SMILES: Cl[C:2]1[C:7]([C:8]([F:11])([F:10])[F:9])=[CH:6][N:5]=[C:4]([NH:12][C:13]2[CH:27]=[CH:26][C:16]([CH2:17][P:18](=[O:25])([O:22][CH2:23][CH3:24])[O:19][CH2:20][CH3:21])=[CH:15][C:14]=2[O:28][CH3:29])[N:3]=1.[NH2:30][C:31]1[CH:40]=[C:39]([F:41])[CH:38]=[CH:37][C:32]=1[C:33]([NH:35][CH3:36])=[O:34]>>[F:41][C:39]1[CH:38]=[CH:37][C:32]([C:33](=[O:34])[NH:35][CH3:36])=[C:31]([NH:30][C:2]2[C:7]([C:8]([F:11])([F:10])[F:9])=[CH:6][N:5]=[C:4]([NH:12][C:13]3[CH:27]=[CH:26][C:16]([CH2:17][P:18](=[O:25])([O:22][CH2:23][CH3:24])[O:19][CH2:20][CH3:21])=[CH:15][C:14]=3[O:28][CH3:29])[N:3]=2)[CH:40]=1. Procedure: The title compound was prepared using the procedure from Example 102 using diethyl (4-{[4-chloro-5-(trifluoromethyl)pyrimidin-2-yl]amino}-3-methoxybenzyl)phosphonate and 2-Amino-4-fluoro-N-methylbenzamide. 1H NMR (DMSO-d6, 400 MHz): δ=1.19 (t, J=7.07 Hz, 6H), 2.77 (d, J=4.55 Hz, 3 H), 3.16-3.24 (m, 2 H), 3.78 (s, 3 H), 3.92-4.01 (m, 4 H), 6.83 (d, J=7.83 Hz, 1 H), 6.93 (br. s., 1 H), 6.99 (s, 1 H), 7.53 (br. s., 1 H), 7.78 (t, J=7.33 Hz, 1 H), 8.25-8.48 (m, 2 H), 8.62-9.04 (m, 2 H), 11.86 (br. s...